This data is from the Open Reaction Database (ORD), a public repository of structured organic reaction records. The task is: describe an organic reaction: reactants, conditions, products, and yield The reactants are N1=C(C=CC=C1)NC=1SC=CN1 (Pyridin-2-yl-thiazol-2-yl-amine), ClN1C(CCC1=O)=O (N-chlorosuccinimide). Conditions: time 8 hour. The product is ClC1=CN=C(S1)NC1=NC=CC=C1 ((5-Chloro-thiazol-2-yl)-pyridin-2-yl-amine). As a reaction SMILES: [N:1]1[CH:6]=[CH:5][CH:4]=[CH:3][C:2]=1[NH:7][C:8]1[S:9][CH:10]=[CH:11][N:12]=1.[Cl:13]N1C(=O)CCC1=O>>[Cl:13][C:10]1[S:9][C:8]([NH:7][C:2]2[CH:3]=[CH:4][CH:5]=[CH:6][N:1]=2)=[N:12][CH:11]=1. Procedure details: Pyridin-2-yl-thiazol-2-yl-amine (5-2) and 1.2 equivalents of N-chlorosuccinimide were combined in a flame dried flask and allowed to stir together overnight under argon in anhydrous dioxane (0.25 M). The dioxane solution was then diluted with water and the resulting product filtered off. 1H-NMR (DMSO-d6) δ11.463 (1H,s) 8.30 (dd, 1H, J=4.9, 0.9 Hz) 7.73 (t, 1H, J=8.42 Hz) 7.38 (s, 1H) 7.03 (d, 1H, J=8.4 Hz) 6.96 (t, 1H, J=5.9 Hz). MS [M+H]+=211.9. Starting materials: C(C)(C)(C)OC(=O)N=C(NCCC1=NN=C(O1)[C@H]1N2C(N([C@H](CC1)C2)OCC2=CC=CC=C2)=O)NC(=O)OC(C)(C)C ((2S,5R)-2-(5-((2,3-bis(tert-butoxycarbonyl)guanidino)ethyl)-1,3,4-oxadiazol-2-yl)-6-(benzyloxy)-1,6-diaza-bicyclo[3.2.1]octan-7-one). The reagents and catalysts are [Pd] (Pd/C). The solvent is C1CCOC1 (THF). Conditions: time 1 hour. The product is ON1[C@@H]2CC[C@H](N(C1=O)C2)C=2OC(=NN2)CCNC(=NC(=O)OC(C)(C)C)NC(=O)OC(C)(C)C ((2S,5R)-6-hydroxy-2-(5-((2,3-bis(tert-butoxycarbonyl)guanidino)ethyl)-1,3,4-oxadiazol-2-yl)-1,6-diaza-bicyclo[3.2.1]octan-7-one). RXN SMILES: [C:1]([O:5][C:6]([N:8]=[C:9]([NH:35][C:36]([O:38][C:39]([CH3:42])([CH3:41])[CH3:40])=[O:37])[NH:10][CH2:11][CH2:12][C:13]1[O:17][C:16]([C@@H:18]2[CH2:24][CH2:23][C@@H:22]3[CH2:25][N:19]2[C:20](=[O:34])[N:21]3[O:26]CC2C=CC=CC=2)=[N:15][N:14]=1)=[O:7])([CH3:4])([CH3:3])[CH3:2]>C1COCC1.[Pd]>[OH:26][N:21]1[C:20](=[O:34])[N:19]2[CH2:25][C@H:22]1[CH2:23][CH2:24][C@H:18]2[C:16]1[O:17][C:13]([CH2:12][CH2:11][NH:10][C:9]([NH:35][C:36]([O:38][C:39]([CH3:42])([CH3:41])[CH3:40])=[O:37])=[N:8][C:6]([O:5][C:1]([CH3:4])([CH3:2])[CH3:3])=[O:7])=[N:14][N:15]=1. Procedure: To a solution of (2S,5R)-2-(5-((2,3-bis(tert-butoxycarbonyl)guanidino)ethyl)-1,3,4-oxadiazol-2-yl)-6-(benzyloxy)-1,6-diaza-bicyclo[3.2.1]octan-7-one (80 mg, 0.136 mmol) in THF (15 mL) was added 10% Pd/C (45 mg) and the mixture was stirred under H2 atmosphere at rt for 1 h. The reaction mixture was filtered and concentrated to afford (2S,5R)-6-hydroxy-2-(5-((2,3-bis(tert-butoxycarbonyl)guanidino)ethyl)-1,3,4-oxadiazol-2-yl)-1,6-diaza-bicyclo[3.2.1]octan-7-one, which was directly used in the next ... Starting materials: C(c1ccc(C#N)c(c1)[Br])=O, CC1=CN=C(C=C1)N, [C-]#[N+]C1CCCCC1. The reagents and catalysts are O=C(O)C(F)(F)F (trifluoroacetic acid). Solvent: CC(C)O (isopropyl alcohol), CC(C)O (isopropylalcohol). Conditions: temperature 22 celsius, time 20 hour. Yields the product Cc1ccc2nc(c3ccc(C#N)c(c3)[Br])c(NC3CCCCC3)n2c1. Yield: 0.8%. As a reaction SMILES: CC1=CC=C(N)N=C1.[C-]#[N+]C1CCCCC1.BrC1=CC(C=O)=CC=C1C#N>>CC1=CN2C(C=C1)=NC(=C2NC1CCCCC1)C1=CC=C(C#N)C(Br)=C1. Starting materials: C(CC)[C@@H]1CC[C@H](CC1)C=CC=CC1=CC=C(C=C1)CCCCC (1-(trans-4'-n-propylcyclohexyl)-4-(p-n-pentylphenyl)-1,3-butadiene), C(\C=C\C#N)#N (fumaronitrile). Product: C(CC)[C@@H]1CC[C@H](CC1)C1=C(C(C#N)=C(C=C1)C1=CC=C(C=C1)CCCCC)C#N (3-(trans-4'-n-propylcyclohexyl)-6-(p-n-pentylphenyl)phthalonitrile). Reaction SMILES: [CH2:1]([C@H:4]1[CH2:9][CH2:8][C@H:7]([CH:10]=[CH:11][CH:12]=[CH:13][C:14]2[CH:19]=[CH:18][C:17]([CH2:20][CH2:21][CH2:22][CH2:23][CH3:24])=[CH:16][CH:15]=2)[CH2:6][CH2:5]1)[CH2:2][CH3:3].[C:25](#[N:30])/[CH:26]=[CH:27]/[C:28]#[N:29]>>[CH2:1]([C@H:4]1[CH2:5][CH2:6][C@H:7]([C:10]2[CH:11]=[CH:12][C:13]([C:14]3[CH:19]=[CH:18][C:17]([CH2:20][CH2:21][CH2:22][CH2:23][CH3:24])=[CH:16][CH:15]=3)=[C:27]([C:28]#[N:29])[C:26]=2[C:25]#[N:30])[CH2:8][CH2:9]1)[CH2:2][CH3:3]. Reported procedure: Using 1-(trans-4'-n-propylcyclohexyl)-4-(p-n-pentylphenyl)-1,3-butadiene and fumaronitrile, 3-(trans-4'-n-propylcyclohexyl)-6-(p-n-pentylphenyl)phthalonitrile was obtained by the same method as in Example 1. m.p. was 97° C. Starting materials: O (water), C(Cl)C1CO1 (epichlorohydrin), C(C)NCC (diethylamine), C(Cl)C1CO1 (epichlorohydrin), amine, O (water), solution, [OH-].[Na+] (sodium hydroxide), resultant mixture. The solvent is CCOCC (ether). Yields the product C(C)N(CC1CO1)CC (diethylglycidylamine). Yield: 59.6%. As a reaction SMILES: [CH2:1]([CH:3]1[O:5][CH2:4]1)Cl.[CH2:6]([NH:8][CH2:9][CH3:10])[CH3:7].O.[OH-].[Na+]>CCOCC>[CH2:6]([N:8]([CH2:9][CH3:10])[CH2:1][CH:3]1[O:5][CH2:4]1)[CH3:7] |f:3.4|. Procedure details: In a three neck flask was placed 102 g (1.1 mols) of epichlorohydrin and while stirring vigorously, 73 g (1 mol) of diethylamine was added dropwise to epichlorohydrin together with a small amount (1/10 mol of the amine) of water at temperatures below 25° C. Thereafter, the mixture was stirred for 5 hours at 30° to 35° C. Then, an aqueous 35 to 40% solution of 1.7 mols of sodium hydroxide was added dropwise to the mixture at 25° to 30° C. followed by stirring vigorously. Thereafter, the mixture w... Reactants: C(=O)(Cl)Cl (phosgene), C(=O)(Cl)Cl (phosgene), C(=O)(Cl)Cl (phosgene), ClC=1C=C(OC(C)C2=NN=C(S2)N)C=CC1Cl (5-[1-(3,4-dichlorophenoxy)ethyl]-2-amino-1,3,4-thiadiazole). The solvent is C(C)OC(C)=O (ethylacetate), C(C)OC(C)=O (ethylacetate). Reaction conditions: time 17 hour. The product is ClC=1C=C(OC(C)C2=NN=C(S2)N=C=O)C=CC1Cl (5-[1-(3,4-dichlorophenoxy)ethyl]-1,3,4-thiadiazol-2-yl isocyanate). As a reaction SMILES: [C:1](Cl)(Cl)=[O:2].[Cl:5][C:6]1[CH:7]=[C:8]([CH:18]=[CH:19][C:20]=1[Cl:21])[O:9][CH:10]([C:12]1[S:16][C:15]([NH2:17])=[N:14][N:13]=1)[CH3:11]>C(OC(=O)C)C>[Cl:5][C:6]1[CH:7]=[C:8]([CH:18]=[CH:19][C:20]=1[Cl:21])[O:9][CH:10]([C:12]1[S:16][C:15]([N:17]=[C:1]=[O:2])=[N:14][N:13]=1)[CH3:11]. Procedure details: A 500 milliliter, neck flask equipped with a magnetic stirrer, thermometer, dry ice condenser/drying tube and inlet from a phosgene (COCl2) tank via a calibrated rotometer was charged with 50 milliliters of ethylacetate saturated with phosgene at 20° C. (approximately 0.5 mole of phosgene). An additional 50 milliliters of ethylacetate was added and 8.0 grams of 5-[1-(3,4-dichlorophenoxy)ethyl]-2-amino-1,3,4-thiadiazole, (prepared above) was added. The resulting solution was stirred for 17 hours ... Reactants: COC1=CC=C(C=C1C(=O)O)C(=O)N (6-methoxyisophthalamic acid), FC1=C(N)C=C(C=C1)C(F)(F)F (2-fluoro-5-trifluoromethylaniline). The product is FC1=C(C=C(C=C1)C(F)(F)F)NC(C=1C=C(C(=O)N)C=CC1OC)=O (3-N-(2-fluoro-5-trifluoromethylphenyl)-4-methoxyisophthalamide). RXN SMILES: [CH3:1][O:2][C:3]1[C:8]([C:9]([OH:11])=O)=[CH:7][C:6]([C:12]([NH2:14])=[O:13])=[CH:5][CH:4]=1.[F:15][C:16]1[CH:22]=[CH:21][C:20]([C:23]([F:26])([F:25])[F:24])=[CH:19][C:17]=1[NH2:18]>>[F:15][C:16]1[CH:22]=[CH:21][C:20]([C:23]([F:25])([F:26])[F:24])=[CH:19][C:17]=1[NH:18][C:9](=[O:11])[C:8]1[CH:7]=[C:6]([CH:5]=[CH:4][C:3]=1[O:2][CH3:1])[C:12]([NH2:14])=[O:13]. Procedure: The captioned compound was synthesized from 6-methoxyisophthalamic acid and 2-fluoro-5-trifluoromethylaniline by the same procedure as in the manufacturing method described in step C of Example 1-3-1.